This data is from the Open Reaction Database (ORD), a public repository of structured organic reaction records. The task is: describe an organic reaction: reactants, conditions, products, and yield Reactants: O.O.P(=O)(O)(O)[O-].[Na+] (Sodium dihydrogenphosphate dihydrate), CC(C)=CC (2-methyl-2-butene), Cl(=O)[O-].[Na+] (sodium chlorite), FC(C=1N=C(NC1)C=O)(F)F (4-(Trifluoromethyl)-1H-imidazole-2-carbaldehyde). The solvent is C(C)(C)(C)O (t-butyl alcohol). Conditions: time 1.5 hour. The product is FC(C=1N=C(NC1)C(=O)O)(F)F (4-(Trifluoromethyl)-1H-imidazole-2-carboxylic acid). The yield is 97.5%. RXN SMILES: [OH2:1].O.P([O-])(O)(O)=O.[Na+].CC(=CC)C.Cl([O-])=O.[Na+].[F:18][C:19]([F:28])([F:27])[C:20]1[N:21]=[C:22]([CH:25]=[O:26])[NH:23][CH:24]=1>C(O)(C)(C)C>[F:28][C:19]([F:18])([F:27])[C:20]1[N:21]=[C:22]([C:25]([OH:1])=[O:26])[NH:23][CH:24]=1 |f:0.1.2.3,5.6|. Procedure details: Sodium dihydrogenphosphate dihydrate (720 mg, 4.62 mmol), 2-methyl-2-butene (1.2 ml, 11.4 mmol) and sodium chlorite (420 mg, 4.64 mmol) were added under ice-cooling to a solution of 4-(trifluoromethyl)-1H-imidazole-2-carbaldehyde obtained in Example (33b) (375 mg, 2.29 mmol) in t-butyl alcohol (12 ml)/distilled water (5 ml), followed by stirring for 1.5 hours. The reaction solution was concentrated under reduced pressure, and then the residue was purified by reverse phase silica gel column chrom... Starting materials: OCC(=O)C1=CC=CC=C1 (2-Hydroxyacetophenon), secondary amine, N1CCCC1 (pyrrolidine), N1CCCCC1 (piperidine), N1CCOCC1 (morpholine), compound 2, OCC(=O)C1=CC=CC=C1 (2-Hydroxyacetophenon). The solvent is C=1(C(=CC=CC1)C)C (xylene), C1(=CC=CC=C1)C (toluene), ClC1=CC=CC=C1 (chlorobenzene), C1=CC=CC=C1 (benzene). The product is O1CCC(C2=CC=CC=C12)=O (4-chromanon). Reaction SMILES: O[CH2:2][C:3]([C:5]1[CH:10]=[CH:9][CH:8]=[CH:7][CH:6]=1)=[O:4].N1CCCC1.N1CCCCC1.N1CC[O:25][CH2:24]C1>C1(C)C(C)=CC=CC=1.C1(C)C=CC=CC=1.ClC1C=CC=CC=1.C1C=CC=CC=1>[O:25]1[C:6]2[C:5](=[CH:10][CH:9]=[CH:8][CH:7]=2)[C:3](=[O:4])[CH2:2][CH2:24]1. Procedure details: 2-Hydroxyacetophenon (compound 1, R1 is as defined above) and compound 2 wherein R2 and R3 are as defined above are refluxed under heating in a solvent such as benzene, chlorobenzene, toluene and xylene, in the presence of a secondary amine such as pyrrolidine, piperidine and morpholine, using a Dean-Stark apparatus, while removing liberated water to give 4-chromanon (compound 3 wherein R1, R2 and R3 are as defined above). Starting materials: O=C(O)C(=O)Cn1nnnc1S, Cl, Cl, NO, [Na+], [OH-], O. Yields the product O=C(O)C(Cn1nnnc1S)=NO. RXN SMILES: [C:1](=[O:2])([C:3](=[O:4])[OH:5])[CH2:6][n:7]1[n:8][n:9][n:10][c:11]1[SH:12].[ClH:13].[ClH:18].[NH2:14][OH:15].[Na+:17].[OH-:16].[OH2:19]>>[C:1]([C:3](=[O:4])[OH:5])([CH2:6][n:7]1[n:8][n:9][n:10][c:11]1[SH:12])=[N:14][OH:15]. The reactants are C(C)OC(=O)C1=CC2=C(N=C(N=C2)NC2=NC=C(C=C2)N2CCN(CC2)C(=O)OC(C)(C)C)N(C1=O)C1CCCC1 (2-[5-(4-tert-Butoxycarbonyl-piperazin-1-yl)-pyridin-2-ylamino]-8-cyclopentyl-7-oxo-7,8-dihydro-pyrido[2,3-d]pyrimidine-6-carboxylic acid ethyl ester), C(Cl)(Cl)Cl (chloroform). The solvent is C(C)O (ethanol). Run at time 2 hour. Product: Cl.C(C)OC(=O)C1=CC2=C(N=C(N=C2)NC2=NC=C(C=C2)N2CCNCC2)N(C1=O)C1CCCC1 (8-cyclopentyl-7-oxo-2-(5-piperazin-1-yl-pyridin-2-ylamino)-7,8-dihydro-pyrido[2,3-d]pyrimidine-6-carboxylic acid ethyl ester hydrochloride). Reaction SMILES: [CH2:1]([O:3][C:4]([C:6]1[C:35](=[O:36])[N:34]([CH:37]2[CH2:41][CH2:40][CH2:39][CH2:38]2)[C:9]2[N:10]=[C:11]([NH:14][C:15]3[CH:20]=[CH:19][C:18]([N:21]4[CH2:26][CH2:25][N:24](C(OC(C)(C)C)=O)[CH2:23][CH2:22]4)=[CH:17][N:16]=3)[N:12]=[CH:13][C:8]=2[CH:7]=1)=[O:5])[CH3:2].C(Cl)(Cl)[Cl:43]>C(O)C>[ClH:43].[CH2:1]([O:3][C:4]([C:6]1[C:35](=[O:36])[N:34]([CH:37]2[CH2:41][CH2:40][CH2:39][CH2:38]2)[C:9]2[N:10]=[C:11]([NH:14][C:15]3[CH:20]=[CH:19][C:18]([N:21]4[CH2:22][CH2:23][NH:24][CH2:25][CH2:26]4)=[CH:17][N:16]=3)[N:12]=[CH:13][C:8]=2[CH:7]=1)=[O:5])[CH3:2] |f:3.4|. Procedure details: 2-[5-(4-tert-Butoxycarbonyl-piperazin-1-yl)-pyridin-2-ylamino]-8-cyclopentyl-7-oxo-7,8-dihydro-pyrido[2,3-d]pyrimidine-6-carboxylic acid ethyl ester (0.40 g, 0.709 mmol, prepared as in Example 6) was dissolved in a mixture of chloroform (15 ml) and ethanol (15 ml) and the solution was purged with anhydrous hydrogen chloride gas. After 2 hours, the addition of ethyl acetate precipitated a solid which was filtered, washed with diethyl ether and dried in vacuo to yield 0.4 g of 8-cyclopentyl-7-oxo-...